This data is from the Open Reaction Database (ORD), a public repository of structured organic reaction records. The task is: describe an organic reaction: reactants, conditions, products, and yield Starting materials: C(C)N(CC)S(F)(F)F (diethylaminosulfur trifluoride), BrC[C@H]1CN(C[C@@H]1O)C(=O)OC(C)(C)C ((3S,4R)-3-Bromomethyl-1-tert-butoxycarbonyl-4-hydroxypyrrolidine), C([O-])(O)=O.[Na+] (sodium bicarbonate). Run in ClCCl (dichloromethane). Run at time 19 hour. Yields the product BrC[C@H]1CN(C[C@H]1F)C(=O)OC(C)(C)C ((3S,4S)-3-bromomethyl-1-tert-butoxycarbonyl-4-fluoropyrrolidine). RXN SMILES: [Br:1][CH2:2][C@@H:3]1[C@@H:7](O)[CH2:6][N:5]([C:9]([O:11][C:12]([CH3:15])([CH3:14])[CH3:13])=[O:10])[CH2:4]1.C(N(S(F)(F)[F:22])CC)C.C(=O)(O)[O-].[Na+]>ClCCl>[Br:1][CH2:2][C@@H:3]1[C@H:7]([F:22])[CH2:6][N:5]([C:9]([O:11][C:12]([CH3:15])([CH3:14])[CH3:13])=[O:10])[CH2:4]1 |f:2.3|. Reported procedure: Process A: (3S,4R)-3-Bromomethyl-1-tert-butoxycarbonyl-4-hydroxypyrrolidine (1.97 g) was dissolved in dichloromethane (50 mL). While this solution was chilled in an ice water bath, diethylaminosulfur trifluoride (1.90 mL) was added dropwise and the mixture was stirred at room temperature for 19 hours. Subsequently, while the reaction mixture was chilled in an ice water bath, a saturated aqueous solution of sodium bicarbonate (40 mL) was added and the dichloromethane layer was separated. The dich... Starting materials: S(O)(O)(=O)=O (sulfuric acid), C(C=C)N (monoallylamine). The solvent is O (water). Run at temperature 25 celsius. The product is S(=O)(=O)(O)O.C(C=C)N (monoallylamine sulfate). As a reaction SMILES: [S:1](=[O:5])(=[O:4])([OH:3])[OH:2].[CH2:6]([NH2:9])[CH:7]=[CH2:8]>O>[S:1]([OH:5])([OH:4])(=[O:3])=[O:2].[CH2:6]([NH2:9])[CH:7]=[CH2:8] |f:3.4|. Reported procedure: A four-necked separable flask with a stirrer, a thermometer and a Dimroth reflux cooling tube was charged with 252.8 g (2.5 mol) of a 97 wt % sulfuric acid aqueous solution and 46.2 g of water, and 142.8 g (2.5 mol) of a monoallylamine was dropwise added with stirring at 20 to 30° C. After the dropwise addition, the mixture was heated up to 45° C., to obtain a homogeneous monoallylamine sulfate solution. Yields the product FC1=C(OC2=CC=C3C(=N2)OC(=N3)C3=CC(=C(OCC(C(=O)O)(C)C)C(=C3)C)C)C=CC=C1 (3-{4-[5-(2-Fluorophenoxy)oxazolo[5,4-b]pyridin-2-yl]-2,6-dimethylphenoxy}-2,2-dimethylpropionic acid). Procedure: 50 mg of palladium on carbon (5%) were added to a solution of 150 mg (41%) of benzyl 3-{4-[5-(2-fluorophenoxy)oxazolo[5,4-b]pyridin-2-yl]-2,6-dimethylphenoxy}-2,2-dimethylpropionate in 7.5 ml of ethyl acetate, and the mixture was hydrogenated at 5 bar for 16 h. The catalyst was filtered off and the filtrate was concentrated. This gave 100 mg (80%) of the title compound. Reaction conditions: time 16 hour. Reactants: FC1=C(OC2=CC=C3C(=N2)OC(=N3)C3=CC(=C(OCC(C(=O)OCC2=CC=CC=C2)(C)C)C(=C3)C)C)C=CC=C1 (benzyl 3-{4-[5-(2-fluorophenoxy)oxazolo[5,4-b]pyridin-2-yl]-2,6-dimethylphenoxy}-2,2-dimethylpropionate). Reaction SMILES: [F:1][C:2]1[CH:40]=[CH:39][CH:38]=[CH:37][C:3]=1[O:4][C:5]1[N:10]=[C:9]2[O:11][C:12]([C:14]3[CH:34]=[C:33]([CH3:35])[C:17]([O:18][CH2:19][C:20]([CH3:32])([CH3:31])[C:21]([O:23]CC4C=CC=CC=4)=[O:22])=[C:16]([CH3:36])[CH:15]=3)=[N:13][C:8]2=[CH:7][CH:6]=1>[Pd].C(OCC)(=O)C>[F:1][C:2]1[CH:40]=[CH:39][CH:38]=[CH:37][C:3]=1[O:4][C:5]1[N:10]=[C:9]2[O:11][C:12]([C:14]3[CH:15]=[C:16]([CH3:36])[C:17]([O:18][CH2:19][C:20]([CH3:32])([CH3:31])[C:21]([OH:23])=[O:22])=[C:33]([CH3:35])[CH:34]=3)=[N:13][C:8]2=[CH:7][CH:6]=1. Reagents/catalysts: [Pd] (palladium on carbon). Run in C(C)(=O)OCC (ethyl acetate). Reactants: Cl (HCl), ClC=1C=C(C=CC1Cl)C1(CN(C(O1)=O)CC1=CC(=CC(=C1)C(F)(F)F)C(F)(F)F)CCOS(=O)(=O)C (5-(3,4-Dichlorophenyl)-5-[2-(methanesulfonyloxy)-ethyl]-3-[3,5-bis(trifluoromethyl)benzyl]oxazolidin-2-one), C1(=CC=C(C=C1)S(=O)(=O)O)C.C(C)(=O)NC1(CCNCC1)C1=CC=CC=C1 (4-acetamido-4-phenylpiperidine p-toluenesulfonate), C(=O)([O-])[O-].[K+].[K+] (K2CO3). The solvent is O (water), CCOCC (ether), CN(C)C=O (DMF), C(Cl)Cl (DCM). Run at temperature 80 celsius. Yields the product O.Cl.C(C)(=O)NC1(CCN(CC1)CCC1(CN(C(O1)=O)CC1=CC(=CC(=C1)C(F)(F)F)C(F)(F)F)C1=CC(=C(C=C1)Cl)Cl)C1=CC=CC=C1 (5-[2-(4-Acetamido-4-phenylpiperid-1-yl)ethyl]-5-(3,4-dichlorophenyl)-3-[3,5-bis(trifluoromethyl)-benzyl]oxazolidin-2-one hydrochloride monohydrate). Yield: 67.5%. RXN SMILES: [Cl:1][C:2]1[CH:3]=[C:4]([C:9]2([CH2:30][CH2:31]OS(C)(=O)=O)[O:13][C:12](=[O:14])[N:11]([CH2:15][C:16]3[CH:21]=[C:20]([C:22]([F:25])([F:24])[F:23])[CH:19]=[C:18]([C:26]([F:29])([F:28])[F:27])[CH:17]=3)[CH2:10]2)[CH:5]=[CH:6][C:7]=1[Cl:8].C1(C)C=CC(S(O)(=O)=O)=CC=1.[C:48]([NH:51][C:52]1([C:58]2[CH:63]=[CH:62][CH:61]=[CH:60][CH:59]=2)[CH2:57][CH2:56][NH:55][CH2:54][CH2:53]1)(=[O:50])[CH3:49].C([O-])([O-])=O.[K+].[K+].Cl>CN(C=O)C.C(Cl)Cl.CCOCC.O>[OH2:13].[ClH:1].[C:48]([NH:51][C:52]1([C:58]2[CH:63]=[CH:62][CH:61]=[CH:60][CH:59]=2)[CH2:53][CH2:54][N:55]([CH2:31][CH2:30][C:9]2([C:4]3[CH:5]=[CH:6][C:7]([Cl:8])=[C:2]([Cl:1])[CH:3]=3)[O:13][C:12](=[O:14])[N:11]([CH2:15][C:16]3[CH:21]=[C:20]([C:22]([F:25])([F:23])[F:24])[CH:19]=[C:18]([C:26]([F:28])([F:27])[F:29])[CH:17]=3)[CH2:10]2)[CH2:56][CH2:57]1)(=[O:50])[CH3:49] |f:1.2,3.4.5,11.12.13|. Procedure: A mixture of 1.5 g of the compound obtained in step B of EXAMPLE 21, 1.5 g of 4-acetamido-4-phenylpiperidine p-toluenesulfonate and 1.6 g of K2CO3 in 4 ml of DMF is heated at 80° C. for 3 hours. After cooling, the reaction mixture is poured into water and extracted with an AcOEt/ether mixture (50/50; v/v), the organic phase is washed with water and dried over MgSO4 and the solvent is evaporated off under vacuum. The residue is chromatographed on silica H using a DCM/MeOH mixture (100/3; v/v) as ... Reactants: [Al+3], ClCCl, COc1ccccc1, [Cl-], [Cl-], [Cl-], O=C(Cl)c1ccc(F)c(S(=O)(=O)Cl)c1. Yields the product COc1ccc(C(=O)c2ccc(F)c(S(=O)(=O)Cl)c2)cc1. RXN SMILES: [Al+3:2].[CH2:27]([Cl:28])[Cl:29].[CH3:19][O:20][c:21]1[cH:22][cH:23][cH:24][cH:25][cH:26]1.[Cl-:1].[Cl-:3].[Cl-:4].[Cl:5][S:6](=[O:7])(=[O:8])[c:9]1[cH:10][c:11]([C:12](=[O:13])[Cl:14])[cH:15][cH:16][c:17]1[F:18]>>[Cl:5][S:6](=[O:7])(=[O:8])[c:9]1[cH:10][c:11]([C:12](=[O:13])[c:24]2[cH:23][cH:22][c:21]([O:20][CH3:19])[cH:26][cH:25]2)[cH:15][cH:16][c:17]1[F:18].